Dataset: the Open Reaction Database (ORD), a public repository of structured organic reaction records. Task: describe an organic reaction: reactants, conditions, products, and yield The reactants are CS(C)=O, CCOC(C)=O, I, COC(=O)Cc1nsc(NC(=O)Oc2ccccc2)n1, O=S(=O)(O)O. Yields the product COC(=O)C(=O)c1nsc(NC(=O)Oc2ccccc2)n1. Reaction SMILES: [CH3:21][S:22]([CH3:23])=[O:24].[CH3:31][CH2:32][O:33][C:34](=[O:35])[CH3:36].[I:25].[O:1]([c:2]1[cH:3][cH:4][cH:5][cH:6][cH:7]1)[C:8](=[O:9])[NH:10][c:11]1[n:12][c:13]([CH2:16][C:17](=[O:18])[O:19][CH3:20])[n:14][s:15]1.[S:26](=[O:27])(=[O:28])([OH:29])[OH:30]>>[O:1]([c:2]1[cH:3][cH:4][cH:5][cH:6][cH:7]1)[C:8](=[O:9])[NH:10][c:11]1[n:12][c:13]([C:16]([C:17](=[O:18])[O:19][CH3:20])=[O:24])[n:14][s:15]1.